From a dataset of the Open Reaction Database (ORD), a public repository of structured organic reaction records. describe an organic reaction: reactants, conditions, products, and yield The reactants are C(C)(C)(C)OC(N(C)C1CCC(CC1)NCC1=C(C=CC(=C1)C=1C=NC(=CC1)C)OC)=O ({4-[2-Methoxy-5-(6-methyl-pyridin-3-yl)-benzylamino]-cyclohexyl}-methyl-carbamic acid tert-butyl ester), ClC=1C2=C(SC1C(=O)Cl)C=CC=C2F (3-Chloro-4-fluorobenzo[b]thiophene-2-carbonyl chloride). The product is C(C)(C)(C)OC(N(C)C1CCC(CC1)N(CC1=C(C=CC(=C1)C=1C=NC(=CC1)C)OC)C(=O)C1=C(C2=C(S1)C=CC=C2F)Cl)=O ((4-{(3-Chloro-4-fluoro-benzo[b]thiophene-2-carbonyl)-[2-methoxy-5-(6-methyl-pyridin-3-yl)-benzyl]-amino}-cyclohexyl)-methyl-carbamic acid tert-butyl ester). Reaction SMILES: [C:1]([O:5][C:6](=[O:32])[N:7]([CH:9]1[CH2:14][CH2:13][CH:12]([NH:15][CH2:16][C:17]2[CH:22]=[C:21]([C:23]3[CH:24]=[N:25][C:26]([CH3:29])=[CH:27][CH:28]=3)[CH:20]=[CH:19][C:18]=2[O:30][CH3:31])[CH2:11][CH2:10]1)[CH3:8])([CH3:4])([CH3:3])[CH3:2].[Cl:33][C:34]1[C:35]2[C:45]([F:46])=[CH:44][CH:43]=[CH:42][C:36]=2[S:37][C:38]=1[C:39](Cl)=[O:40]>>[C:1]([O:5][C:6](=[O:32])[N:7]([CH:9]1[CH2:10][CH2:11][CH:12]([N:15]([C:39]([C:38]2[S:37][C:36]3[CH:42]=[CH:43][CH:44]=[C:45]([F:46])[C:35]=3[C:34]=2[Cl:33])=[O:40])[CH2:16][C:17]2[CH:22]=[C:21]([C:23]3[CH:24]=[N:25][C:26]([CH3:29])=[CH:27][CH:28]=3)[CH:20]=[CH:19][C:18]=2[O:30][CH3:31])[CH2:13][CH2:14]1)[CH3:8])([CH3:4])([CH3:3])[CH3:2]. Procedure details: The title compound was prepared from amine (281) (200 mg, 0.45 mmol) and acid chloride 6 (170 mg, 6.8 mmol) following Method D. Starting materials: COC(=O)c1ccc(C(COCc2cc(C(F)(F)F)cc(C(F)(F)F)c2)N2CCN(CC(=O)O)CC2)cc1, CO, N. Yields the product NC(=O)c1ccc(C(COCc2cc(C(F)(F)F)cc(C(F)(F)F)c2)N2CCN(CC(=O)O)CC2)cc1. Reaction SMILES: [CH3:1][O:2][C:3]([c:4]1[cH:5][cH:6][c:7]([CH:10]([CH2:11][O:12][CH2:13][c:14]2[cH:15][c:16]([C:24]([F:25])([F:26])[F:27])[cH:17][c:18]([C:20]([F:21])([F:22])[F:23])[cH:19]2)[N:28]2[CH2:29][CH2:30][N:31]([CH2:34][C:35](=[O:36])[OH:37])[CH2:32][CH2:33]2)[cH:8][cH:9]1)=[O:38].[CH3:40][OH:41].[NH3:39]>>[O:2]=[C:3]([c:4]1[cH:5][cH:6][c:7]([CH:10]([CH2:11][O:12][CH2:13][c:14]2[cH:15][c:16]([C:24]([F:25])([F:26])[F:27])[cH:17][c:18]([C:20]([F:21])([F:22])[F:23])[cH:19]2)[N:28]2[CH2:29][CH2:30][N:31]([CH2:34][C:35](=[O:36])[OH:37])[CH2:32][CH2:33]2)[cH:8][cH:9]1)[NH2:39]. Starting materials: C(C)(C)I (isopropyl iodide), C(C)(C)N(CC)C(C)C (diisopropylethyl amine), amine, C(C)(C)I (Isopropyl iodide), NC1CCC(CC1)CNC(OC(C)(C)C)=O (tert-butyl N-[4-aminocyclohexyl]methylcarbamate), C(C)(C)N(CC)C(C)C (diisopropylethyl amine). Solvent: C1CCOC1 (THF). Run at temperature 40 celsius, time 1 day. Yields the product C(C)(C)NC1CCC(CC1)CNC(OC(C)(C)C)=O (tert-butyl N-[4-(isopropylamino)cyclohexyl]methylcarbamate). Yield: 22.0%. Reaction SMILES: [CH:1](I)([CH3:3])[CH3:2].[NH2:5][CH:6]1[CH2:11][CH2:10][CH:9]([CH2:12][NH:13][C:14](=[O:20])[O:15][C:16]([CH3:19])([CH3:18])[CH3:17])[CH2:8][CH2:7]1.C(N(C(C)C)CC)(C)C>C1COCC1>[CH:1]([NH:5][CH:6]1[CH2:11][CH2:10][CH:9]([CH2:12][NH:13][C:14](=[O:20])[O:15][C:16]([CH3:18])([CH3:17])[CH3:19])[CH2:8][CH2:7]1)([CH3:3])[CH3:2]. Procedure details: Isopropyl iodide (2 equivalents) was added dropwise to a suspension of tert-butyl N-[4-aminocyclohexyl]methylcarbamate (1 equivalent) and diisopropylethyl amine (3 equivalents) in THF. The resulting mixture was stirred for 1 day. TLC analysis showed some starting amine. Additional isopropyl iodide (1 equivalent) and diisopropylethyl amine (3 equivalents) were added to the reaction mixture and heated at 40° C. for 1 day. The reaction mixture was concentrated and chromatrographed to give tert-buty... Reactants: CCOC(C)=O, CC(C)c1cccc(C(C)C)c1N=C=O, NCC1c2ccccc2-c2ccccc21. The product is CC(C)c1cccc(C(C)C)c1NC(=O)NCC1c2ccccc2-c2ccccc21. RXN SMILES: [CH3:31][CH2:32][O:33][C:34](=[O:35])[CH3:36].[CH:16]([CH3:17])([CH3:18])[c:19]1[c:20]([N:28]=[C:29]=[O:30])[c:21]([CH:25]([CH3:26])[CH3:27])[cH:22][cH:23][cH:24]1.[cH:1]1[cH:2][cH:3][cH:4][c:5]2[c:13]1[CH:12]([CH2:14][NH2:15])[c:11]1[c:6]-2[cH:7][cH:8][cH:9][cH:10]1>>[cH:1]1[cH:2][cH:3][cH:4][c:5]2[c:13]1[CH:12]([CH2:14][NH:15][C:29]([NH:28][c:20]1[c:19]([CH:16]([CH3:17])[CH3:18])[cH:24][cH:23][cH:22][c:21]1[CH:25]([CH3:26])[CH3:27])=[O:30])[c:11]1[c:6]-2[cH:7][cH:8][cH:9][cH:10]1. Reactants: FC=1C(NC(NC1)=O)=O (5-fluorouracil), S1C(CCC1)N=C=O (2-tetrahydrothiophenyl isocyanate). Solvent: CN(C(C)=O)C (N,N-dimethylacetoamide). Run at temperature 50 celsius, time 8 hour. The product is S1C(CCC1)NC(=O)N1C(=O)NC(=O)C(=C1)F (1-[N-(2-tetrahydrothienyl)carbamoyl]-5-fluorouracil). Yield: 71.0%. As a reaction SMILES: [F:1][C:2]1[C:3](=[O:9])[NH:4][C:5](=[O:8])[NH:6][CH:7]=1.[S:10]1[CH2:14][CH2:13][CH2:12][CH:11]1[N:15]=[C:16]=[O:17]>CN(C)C(=O)C>[S:10]1[CH2:14][CH2:13][CH2:12][CH:11]1[NH:15][C:16]([N:6]1[CH:7]=[C:2]([F:1])[C:3](=[O:9])[NH:4][C:5]1=[O:8])=[O:17]. Procedure: A solution of 5-fluorouracil (2.6 g.) in N,N-dimethylacetoamide (10 ml.) was added to oily 2-tetrahydrothiophenyl isocyanate (3.1 g.). The mixture was stirred at 50° C. for 8 hours and concentrated in vacuo. The residue was treated with water (80 ml.) to give crystalline precipitates, which were collected by filtration and dried over phosphoric anhydride to give 1-[N-(2-tetrahydrothienyl)carbamoyl]-5-fluorouracil (3.68 g.); pale yellow crystalline powder. Starting materials: S(O)(O)(=O)=O (sulfuric acid), O1CCCC1 (tetrahydrofuran), ion. Solvent: O (water). Run at temperature 0 celsius. Yields the product CCCCO[C@@H](CC)CO (PTMG). Reaction SMILES: S(=O)(=O)(O)O.[O:6]1[CH2:10][CH2:9][CH2:8][CH2:7]1>O>[CH3:7][CH2:8][CH2:9][CH2:10][O:6][C@H:9]([CH2:10][OH:6])[CH2:8][CH3:7]. Procedure details: In the same reaction apparatus as in Example 1, 150 g of 25% fuming sulfuric acid was dropwise added over a period of one hour to 500 g of tetrahydrofuran maintained at 0° C., and the mixture was subjected to reaction at 0° C. for 2 hours. The reaction mixture remained liquid even after completion of the reaction, and the conversion was 68%. This reaction mixture was then treated in the same way as in Example 1, except that 630 g of ion exchanged water was added, to obtain colorless PTMG. The re...